From a dataset of the Open Reaction Database (ORD), a public repository of structured organic reaction records. describe an organic reaction: reactants, conditions, products, and yield Starting materials: FC1=C(C=CC=C1)O (2-fluorophenol), BrC\C=C\CBr (trans-1,4-dibromobut-2-ene), C(=O)([O-])[O-].[K+].[K+] (K2CO3). The solvent is CC(=O)C (acetone). Product: FC1=C(OC\C=C\CBr)C=CC=C1 (trans-1-(2-fluorophenoxy)-4-bromobut-2-ene). RXN SMILES: [F:1][C:2]1[CH:7]=[CH:6][CH:5]=[CH:4][C:3]=1[OH:8].[Br:9][CH2:10]/[CH:11]=[CH:12]/[CH2:13]Br.C([O-])([O-])=O.[K+].[K+]>CC(C)=O>[F:1][C:2]1[CH:7]=[CH:6][CH:5]=[CH:4][C:3]=1[O:8][CH2:13]/[CH:12]=[CH:11]/[CH2:10][Br:9] |f:2.3.4|. Reported procedure: 100 g (0.9 mole) of 2-fluorophenol and 477 g (2.7 moles) of trans-1,4-dibromobut-2-ene were stirred under reflux with 70 g of K2CO3 in 500 ml of acetone for 5 hours. The mixture was filtered, and acetone was evaporated off under reduced pressure, the residue was taken up in methylene chloride, the solution was washed four times with aqueous 1 N NaOH solution, and the methylene chloride phase was dried with sodium sulfate and freed from unreacted 1,4-dibromobutene under reduced pressure. 175 g of... Reactants: [H-].[Na+] (sodium hydride), COC(C1=C(C=CC(=C1)CCC1=C(C=CC(=C1)OC)OC)N)=O (5-[2-(2,5-dimethoxyphenyl)ethyl]-2-amino benzoic acid methylester), CI (methyl iodide). The solvent is CN(C=O)C (dimethylformamide). Run at time 30 minute. The product is COC(C1=C(C=CC(=C1)CCC1=C(C=CC(=C1)OC)OC)NC)=O (5-[2-(2,5-Dimethoxyphenyl)ethyl]-2-methylamino Benzoic Acid Methylester). Reaction SMILES: [CH3:1][O:2][C:3](=[O:23])[C:4]1[CH:9]=[C:8]([CH2:10][CH2:11][C:12]2[CH:17]=[C:16]([O:18][CH3:19])[CH:15]=[CH:14][C:13]=2[O:20][CH3:21])[CH:7]=[CH:6][C:5]=1[NH2:22].[H-].[Na+].[CH3:26]I>CN(C)C=O>[CH3:1][O:2][C:3](=[O:23])[C:4]1[CH:9]=[C:8]([CH2:10][CH2:11][C:12]2[CH:17]=[C:16]([O:18][CH3:19])[CH:15]=[CH:14][C:13]=2[O:20][CH3:21])[CH:7]=[CH:6][C:5]=1[NH:22][CH3:26] |f:1.2|. Reported procedure: 110 mg of 5-[2-(2,5-dimethoxyphenyl)ethyl]-2-amino benzoic acid methylester are dissolved in 6 ml of dry dimethylformamide and treated with 13 mg of sodium hydride (80% in mineral oil). After stirring for 30 minutes at room temperature, 0.2 ml of methyl iodide are added and stirring continued overnight. The solvent is distilled off in vacuo, and the residue is partitioned between aqueous ph7 buffer solution and ethyl acetate. The separated organic layer is dried over magnesium sulfate and concen...